describe an organic reaction: reactants, conditions, products, and yield From a dataset of the Open Reaction Database (ORD), a public repository of structured organic reaction records. The reactants are BrC1=NC=CC2=C1SC(=N2)C2=C(C=CC=C2F)Cl (4-bromo-2-(2-chloro-6-fluorophenyl)thiazolo[5,4-c]pyridine), CC1=NC(=CC(=N1)N)N1CCOCC1 (2-methyl-6-morpholinopyrimidin-4-amine), CC1(C2=C(C(=CC=C2)P(C3=CC=CC=C3)C4=CC=CC=C4)OC5=C(C=CC=C51)P(C6=CC=CC=C6)C7=CC=CC=C7)C (XantPhos), C(=O)([O-])[O-].[Cs+].[Cs+] (Cs2CO3). The reagents and catalysts are C=1C=CC(=CC1)/C=C/C(=O)/C=C/C2=CC=CC=C2.C=1C=CC(=CC1)/C=C/C(=O)/C=C/C2=CC=CC=C2.C=1C=CC(=CC1)/C=C/C(=O)/C=C/C2=CC=CC=C2.[Pd].[Pd] (Pd2(dba)3). The solvent is O1CCOCC1 (dioxane). The product is ClC1=C(C(=CC=C1)F)C=1SC=2C(=NC=CC2N1)NC1=CC(=NC=N1)C(CO)O (1-(6-(2-(2-Chloro-6-fluorophenyl)thiazolo[5,4-c]pyridin-4-ylamino)pyrimidin-4-yl)ethane-1,2-diol). The yield is 281.6%. RXN SMILES: Br[C:2]1[C:7]2[S:8][C:9]([C:11]3[C:16]([F:17])=[CH:15][CH:14]=[CH:13][C:12]=3[Cl:18])=[N:10][C:6]=2[CH:5]=[CH:4][N:3]=1.C[C:20]1[N:25]=[C:24](N)[CH:23]=[C:22]([N:27]2CCOCC2)[N:21]=1.CC1(C)[C:60]2[C:55](=C(P(C3C=CC=CC=3)C3C=CC=CC=3)C=CC=2)[O:54]C2C(P(C3C=CC=CC=3)C3C=CC=CC=3)=CC=CC1=2.C([O-])([O-])=[O:76].[Cs+].[Cs+]>O1CCOCC1.C1C=CC(/C=C/C(/C=C/C2C=CC=CC=2)=O)=CC=1.C1C=CC(/C=C/C(/C=C/C2C=CC=CC=2)=O)=CC=1.C1C=CC(/C=C/C(/C=C/C2C=CC=CC=2)=O)=CC=1.[Pd].[Pd]>[Cl:18][C:12]1[CH:13]=[CH:14][CH:15]=[C:16]([F:17])[C:11]=1[C:9]1[S:8][C:7]2[C:2]([NH:27][C:22]3[N:21]=[CH:20][N:25]=[C:24]([CH:60]([OH:76])[CH2:55][OH:54])[CH:23]=3)=[N:3][CH:4]=[CH:5][C:6]=2[N:10]=1 |f:3.4.5,7.8.9.10.11|. Procedure: To a microwave tube was added 4-bromo-2-(2-chloro-6-fluorophenyl)thiazolo[5,4-c]pyridine (0.050 g, 1.5 mmol), 2-methyl-6-morpholinopyrimidin-4-amine (0.043 g, 0.22 mmol), Pd2(dba)3 (0.013 g, 0.017 mmol), XantPhos (0.017 g, 0.034 mmol) and Cs2CO3 (0.11 g, 0.34 mmol) in dioxane (2.0 mL). The mixture was degassed with N2 for 10 minutes and then irradiated in a microwave reactor at 160° C. for 2 hours. After cooling to room temperature, the solid was removed via filtration and the filtrate was conce...